Task: describe an organic reaction: reactants, conditions, products, and yield. Dataset: the Open Reaction Database (ORD), a public repository of structured organic reaction records Solvent: C(C)(=O)O (acetic acid). RXN SMILES: [CH2:1]([O:8][C:9]([N:11]1[CH2:20][CH2:19][C:18]2[C:13](=[CH:14][CH:15]=[C:16]([O:21][CH3:22])[CH:17]=2)[C:12]1=[CH2:23])=[O:10])[C:2]1[CH:7]=[CH:6][CH:5]=[CH:4][CH:3]=1.C([O-])(=[O:26])C.C([O-])(=O)C.C([O-])(=O)C.C([O-])(=O)C.[Pb+4]>C(O)(=O)C>[CH2:1]([O:8][C:9]([N:11]1[CH2:20][CH2:19][C:18]2[CH:17]=[C:16]([O:21][CH3:22])[CH:15]=[CH:14][C:13]=2[CH2:23][C:12]1=[O:26])=[O:10])[C:2]1[CH:3]=[CH:4][CH:5]=[CH:6][CH:7]=1 |f:1.2.3.4.5|. Yield: 28.8%. Product: C(C1=CC=CC=C1)OC(=O)N1C(CC2=C(CC1)C=C(C=C2)OC)=O (7-methoxy-2-oxo-1,2,4,5-tetrahydrobenzo[d]azepine-3-carboxylic acid benzyl ester). The reactants are C(C1=CC=CC=C1)OC(=O)N1C(C2=CC=C(C=C2CC1)OC)=C (6-methoxy-1-methylene-3,4-dihydro-1H-isoquinoline-2-carboxylic acid benzyl ester), C(C)(=O)[O-].C(C)(=O)[O-].C(C)(=O)[O-].C(C)(=O)[O-].[Pb+4] (lead tetraacetate). Reported procedure: To a solution of 6-methoxy-1-methylene-3,4-dihydro-1H-isoquinoline-2-carboxylic acid benzyl ester (0.66 g) in 20 mL of glacial acetic acid was added lead tetraacetate (1 g). The reaction was stirred overnight, then quenched by the addition of 2 mL of glycerol. The volatile material was evaporated and the resulting residue was partitioned between 50 mL of saturated sodium chloride and 50 mL of dichloromethane. The aqueous phase was re-extracted with 50 mL more dichloromethane and the combined ext... Conditions: time 8 hour. The reactants are O=C(Cl)OCc1ccccc1, Cl, NC1CCC(O)CC1. Product: O=C(NC1CCC(O)CC1)OCc1ccccc1. Reaction SMILES: [Cl:10][C:11](=[O:12])[O:13][CH2:14][c:15]1[cH:16][cH:17][cH:18][cH:19][cH:20]1.[ClH:1].[NH2:2][CH:3]1[CH2:4][CH2:5][CH:6]([OH:9])[CH2:7][CH2:8]1>>[NH:2]([CH:3]1[CH2:4][CH2:5][CH:6]([OH:9])[CH2:7][CH2:8]1)[C:11](=[O:12])[O:13][CH2:14][c:15]1[cH:16][cH:17][cH:18][cH:19][cH:20]1. Reactants: O=C([O-])[O-], CS(C)=O, CCOC(C)=O, N#Cc1cnc(NC(C2CC2)C(F)(F)F)c2c1[nH]c1cc(Cl)ccc12, [K+], [K+], OO. Yields the product NC(=O)c1cnc(NC(C2CC2)C(F)(F)F)c2c1[nH]c1cc(Cl)ccc12. Reaction SMILES: [C:26]([O-:27])(=[O:28])[O-:29].[CH3:32][S:33]([CH3:34])=[O:35].[CH3:38][CH2:39][O:40][C:41]([CH3:42])=[O:43].[Cl:1][c:2]1[cH:3][cH:4][c:5]2[c:6]3[c:7]([nH:8][c:9]2[cH:10]1)[c:11]([C:24]#[N:25])[cH:12][n:13][c:14]3[NH:15][CH:16]([C:17]([F:18])([F:19])[F:20])[CH:21]1[CH2:22][CH2:23]1.[K+:30].[K+:31].[OH:36][OH:37]>>[Cl:1][c:2]1[cH:3][cH:4][c:5]2[c:6]3[c:7]([nH:8][c:9]2[cH:10]1)[c:11]([C:24]([NH2:25])=[O:27])[cH:12][n:13][c:14]3[NH:15][CH:16]([C:17]([F:18])([F:19])[F:20])[CH:21]1[CH2:22][CH2:23]1. Reactants: ClCC1=NC2=CC=C(C=C2C(=N1)NN)C (2-(chloromethyl)-4-hydrazino-6-methylquinazoline), C(OCC)(OCC)OCC (triethyl orthoformate). Conditions: temperature 100 celsius. Product: ClCC1=NC=2C=CC(=CC2C=2N1C=NN2)C (5-(chloro-methyl)-9-methyl-1,2,4-triazolo[4,3-c]quinazoline). RXN SMILES: [Cl:1][CH2:2][C:3]1[N:12]=[C:11]([NH:13][NH2:14])[C:10]2[C:5](=[CH:6][CH:7]=[C:8]([CH3:15])[CH:9]=2)[N:4]=1.[CH:16](OCC)(OCC)OCC>>[Cl:1][CH2:2][C:3]1[N:12]2[CH:16]=[N:14][N:13]=[C:11]2[C:10]2[CH:9]=[C:8]([CH3:15])[CH:7]=[CH:6][C:5]=2[N:4]=1. Procedure details: 4. 58.2 g of 2-(chloromethyl)-4-hydrazino-6-methylquinazoline in 870 ml of triethyl orthoformate are heated to reflux temperature while stirring in an oil bath pre-heated to 100° C. and stirred at this temperature for a further 0.5 h. (bath temperature 140°-145° C.). About 40 ml of ethanol are distilled off during the heating. Thereafter, the mixture is concentrated in a vacuum to a volume of about 150 ml. 150 ml of diethyl ether are then added thereto, the mixture is cooled to 0° to 5° C. and t... The reactants are Cc1ccccc1, CO, O=C(C=Cc1ccccc1)c1ccccc1. The product is O=C(CCc1ccccc1)c1ccccc1. RXN SMILES: [CH3:17][c:18]1[cH:19][cH:20][cH:21][cH:22][cH:23]1.[CH3:24][OH:25].[c:1]1([CH:7]=[CH:8][C:9](=[O:10])[c:11]2[cH:12][cH:13][cH:14][cH:15][cH:16]2)[cH:2][cH:3][cH:4][cH:5][cH:6]1>>[c:1]1([CH2:7][CH2:8][C:9](=[O:10])[c:11]2[cH:12][cH:13][cH:14][cH:15][cH:16]2)[cH:2][cH:3][cH:4][cH:5][cH:6]1. Reactants: C(C)OCCN1C=C(C2=CC=CC=C12)C1CCNCC1 (4-[1-(2-ethoxy-ethyl)-indol-3-yl)-piperidine), C(C=C)(=O)OCC (ethyl acrylate). Run in C(C)O (ethyl alcohol). Run at time 18 hour. The product is C(C)OCCN1C=C(C2=CC=CC=C12)C1CCN(CC1)CCC(=O)O (3-{4-[1-(2-ethoxy-ethyl)-1H-indol-3-yl]-piperidin-1-yl}-propionic acid). Isolated yield 66.3%. RXN SMILES: [CH2:1]([O:3][CH2:4][CH2:5][N:6]1[C:14]2[C:9](=[CH:10][CH:11]=[CH:12][CH:13]=2)[C:8]([CH:15]2[CH2:20][CH2:19][NH:18][CH2:17][CH2:16]2)=[CH:7]1)[CH3:2].[C:21]([O:25]CC)(=[O:24])[CH:22]=[CH2:23]>C(O)C>[CH2:1]([O:3][CH2:4][CH2:5][N:6]1[C:14]2[C:9](=[CH:10][CH:11]=[CH:12][CH:13]=2)[C:8]([CH:15]2[CH2:16][CH2:17][N:18]([CH2:23][CH2:22][C:21]([OH:25])=[O:24])[CH2:19][CH2:20]2)=[CH:7]1)[CH3:2]. Reported procedure: To a solution of 0.5 g (1.84 mmol) of 4-[1-(2-ethoxy-ethyl)-indol-3-yl)-piperidine prepared as in Example 152 (part D) in 6 mL of ethyl alcohol, 0.240 g (2.4 mmol) of ethyl acrylate were added. The mixture was refluxed for 18 hours and the solvent was removed under reduced pressure. The residue was extracted between water and ethyl acetate. The crude product obtained after removing the solvent was dissolved with 3 mL of ethyl alcohol and 2 mL of a 2N aqueous sodium hydroxide solution were added.... The reactants are BrB(Br)Br, CCCCCCCCCCCCCCCCc1ccccc1OC, ClCCl. Yields the product CCCCCCCCCCCCCCCCc1ccccc1O. Reaction SMILES: [B:25]([Br:26])([Br:27])[Br:28].[CH2:1]([CH2:2][CH2:3][CH2:4][CH2:5][CH2:6][CH2:7][CH2:8][CH2:9][CH2:10][CH2:11][CH2:12][CH2:13][CH2:14][CH2:15][CH3:16])[c:17]1[c:18]([O:23][CH3:24])[cH:19][cH:20][cH:21][cH:22]1.[CH2:29]([Cl:30])[Cl:31]>>[CH2:1]([CH2:2][CH2:3][CH2:4][CH2:5][CH2:6][CH2:7][CH2:8][CH2:9][CH2:10][CH2:11][CH2:12][CH2:13][CH2:14][CH2:15][CH3:16])[c:17]1[c:18]([OH:23])[cH:19][cH:20][cH:21][cH:22]1. Procedure: The title compound was prepared according to the procedure described in Example 19 from 3-amino-6-chloro-2-(3-methylpyridine-2-carbonyl)indole (Example 367) and acetyl chloride. m.p.: 173-175° C. (recrystallized from ethyl acetate) Product: C(C)(=O)NC1=C(NC2=CC(=CC=C12)Cl)C(=O)C1=NC=CC=C1C (3-Acetylamino-6-chloro-2-(3-methylpyridine-2-carbonyl)indole). Reaction SMILES: [NH2:1][C:2]1[C:10]2[C:5](=[CH:6][C:7]([Cl:11])=[CH:8][CH:9]=2)[NH:4][C:3]=1[C:12]([C:14]1[C:19]([CH3:20])=[CH:18][CH:17]=[CH:16][N:15]=1)=[O:13].[C:21](Cl)(=[O:23])[CH3:22]>>[C:21]([NH:1][C:2]1[C:10]2[C:5](=[CH:6][C:7]([Cl:11])=[CH:8][CH:9]=2)[NH:4][C:3]=1[C:12]([C:14]1[C:19]([CH3:20])=[CH:18][CH:17]=[CH:16][N:15]=1)=[O:13])(=[O:23])[CH3:22]. Starting materials: NC1=C(NC2=CC(=CC=C12)Cl)C(=O)C1=NC=CC=C1C (3-amino-6-chloro-2-(3-methylpyridine-2-carbonyl)indole), C(C)(=O)Cl (acetyl chloride). Reactants: ice, C(C)(C)(C)OC(C(=O)OC)C1=C(C2=C(C(N1C)=O)NC=C2)C2=CC=C(C=C2)C (methyl 2-(tert-butoxy)-2-(6-methyl-7-oxo-4-(p-tolyl)-6,7-dihydro-1H-pyrrolo[2,3-c]pyridin-5-yl)acetate), C(=O)([O-])[O-].[K+].[K+] (K2CO3), CCN(C(C)C)C(C)C (DIEA), ClC1=C(C=C(CBr)C=C1)F (4-chloro-3-fluorobenzyl bromide). Run in CN(C=O)C (N,N-Dimethylformamide), O (water). Run at time 1 hour. Yields the product C(C)(C)(C)OC(C(=O)OC)C1=C(C2=C(C(N1C)=O)N(C=C2)CC2=CC(=C(C=C2)Cl)F)C2=CC=C(C=C2)C (methyl 2-(tert-butoxy)-2-(1-(4-chloro-3-fluorobenzyl)-6-methyl-7-oxo-4-(p-tolyl)-6,7-dihydro-1H-pyrrolo[2,3-c]pyridin-5-yl)acetate). Isolated yield 90.9%. As a reaction SMILES: [C:1]([O:5][CH:6]([C:11]1[N:16]([CH3:17])[C:15](=[O:18])[C:14]2[NH:19][CH:20]=[CH:21][C:13]=2[C:12]=1[C:22]1[CH:27]=[CH:26][C:25]([CH3:28])=[CH:24][CH:23]=1)[C:7]([O:9][CH3:10])=[O:8])([CH3:4])([CH3:3])[CH3:2].C([O-])([O-])=O.[K+].[K+].CCN(C(C)C)C(C)C.[Cl:44][C:45]1[CH:52]=[CH:51][C:48]([CH2:49]Br)=[CH:47][C:46]=1[F:53]>CN(C)C=O.O>[C:1]([O:5][CH:6]([C:11]1[N:16]([CH3:17])[C:15](=[O:18])[C:14]2[N:19]([CH2:49][C:48]3[CH:51]=[CH:52][C:45]([Cl:44])=[C:46]([F:53])[CH:47]=3)[CH:20]=[CH:21][C:13]=2[C:12]=1[C:22]1[CH:27]=[CH:26][C:25]([CH3:28])=[CH:24][CH:23]=1)[C:7]([O:9][CH3:10])=[O:8])([CH3:4])([CH3:3])[CH3:2] |f:1.2.3|. Procedure: An ice cold solution of methyl 2-(tert-butoxy)-2-(6-methyl-7-oxo-4-(p-tolyl)-6,7-dihydro-1H-pyrrolo[2,3-c]pyridin-5-yl)acetate (21 mg, 0.055 mmol) in N,N-Dimethylformamide (DMF) (500 μl) was treated with K2CO3 (37.9 mg, 0.275 mmol), DIEA (47.9 μl, 0.275 mmol), and 4-chloro-3-fluorobenzyl bromide (61.4 mg, 0.275 mmol), stirred at rt for 1 hr, and then heated to 70° C. for 18 hours. The reaction was diluted with water, extracted with EtOAc, washed with Brine, dried with Na2SO4, filtered, and conce... The reactants are NC=1C(=CC(=C(C1)C=1C(N(C(=CN1)C(F)(F)F)C)=O)F)Cl (3-(5-amino-4-chloro-2-fluorophenyl)-1-methyl-6-trifluoromethyl-2-oxo-1,2-dihydropyrazine), NC=1C(=CC(=C(C1)C=1C(N(C(=CN1)C(F)(F)F)C)=O)F)Cl (3-(5-amino-4-chloro-2-fluorophenyl)-1-methyl-6-trifluoromethyl-2-oxo-1,2-dihydropyrazine), BrC(C(=O)OC)C (methyl 2-bromopropionate). Run in O (water). Reaction conditions: temperature 140 celsius, time 3 hour. The product is ClC1=CC(=C(C=C1NC(C)C(=O)OC)C=1C(N(C(=CN1)C(F)(F)F)C)=O)F (3-{4-chloro-5-[1-(methoxycarbonyl)ethylamino]-2-fluorophenyl}-1-methyl-6-trifluoromethyl-2-oxo-1,2-dihydropyrazine). The yield is 82.2%. Reaction SMILES: [NH2:1][C:2]1[C:3]([Cl:21])=[CH:4][C:5]([F:20])=[C:6]([C:8]2[C:9](=[O:19])[N:10]([CH3:18])[C:11]([C:14]([F:17])([F:16])[F:15])=[CH:12][N:13]=2)[CH:7]=1.Br[CH:23]([CH3:28])[C:24]([O:26][CH3:27])=[O:25]>O>[Cl:21][C:3]1[C:2]([NH:1][CH:23]([C:24]([O:26][CH3:27])=[O:25])[CH3:28])=[CH:7][C:6]([C:8]2[C:9](=[O:19])[N:10]([CH3:18])[C:11]([C:14]([F:17])([F:16])[F:15])=[CH:12][N:13]=2)=[C:5]([F:20])[CH:4]=1. Procedure: A mixture of 0.12 g of 3-(5-amino-4-chloro-2-fluorophenyl)-1-methyl-6-trifluoromethyl-2-oxo-1,2-dihydropyrazine (present compound 1-23) and 247 mg of methyl 2-bromopropionate was stirred at 140° C. for 3 hours. After completion of the reaction, the reaction mixture was poured into water, followed by extraction with ethyl acetate. The organic layer was washed with saturated sodium chloride solution, dried with anhydrous magnesium sulfate, and concentrated. The residue was subjected to silica gel ...